This data is from the Open Reaction Database (ORD), a public repository of structured organic reaction records. The task is: describe an organic reaction: reactants, conditions, products, and yield Starting materials: Cl.NO (hydroxylamine hydrochloride), C(C)(=O)[O-].[Na+] (sodium acetate), COC=1C=C(C=CC1OC)C(C)=O (3′,4′-dimethoxyacetophenone). The solvent is O (water), O (water), C(C)O (ethanol). Reaction conditions: time 8 hour. The product is COC=1C=C(C=CC1OC)C(C)=NO (3′,4′-Dimethoxyacetophenone oxime). The yield is 79.9%. Reaction SMILES: Cl.[NH2:2][OH:3].C([O-])(=O)C.[Na+].[CH3:9][O:10][C:11]1[CH:12]=[C:13]([C:19](=O)[CH3:20])[CH:14]=[CH:15][C:16]=1[O:17][CH3:18]>O.C(O)C>[CH3:9][O:10][C:11]1[CH:12]=[C:13]([C:19](=[N:2][OH:3])[CH3:20])[CH:14]=[CH:15][C:16]=1[O:17][CH3:18] |f:0.1,2.3|. Procedure: A solution of hydroxylamine hydrochloride (3.33 grams, 48 mmol) and sodium acetate (4.92 grams, 60 mmol) in 20 milliliters of water was added to a stirring solution of 3′,4′-dimethoxyacetophenone (5.41 grams, 30.0 mmol) in a mixture of water (30 milliliters) and ethanol (30 milliliters), the solution was stirred overnight. The resulting mixture was filtered and the solid was dried in vacuo (60° C., <1 mm) to afford 4.68 grams (80%) of product as a yellow solid: mp 137-138° C.; 1H NMR (CDCl3) δ7.... Starting materials: C1(=CC=CC=C1)C1=C(C=CC(=N1)C=O)C1=CC=C(C=C1)CCC (6-phenyl-5-(4-propylphenyl)pyridine-2-carbaldehyde), [BH3-]C#N.[Na+] (NaCNBH3), C1(=CC=CC=C1)C1=C(C=CC(=N1)C=O)C1=CC=C(C=C1)CCC (6-phenyl-5-(4-propylphenyl)pyridine-2-carbaldehyde), NCCCP(O)(O)=O ((3-amino-propyl)phosphonic acid). Solvent: CO (MeOH), CO (MeOH). Yields the product C1(=CC=CC=C1)C1=C(C=CC(=N1)CNCCCP(O)(O)=O)C1=CC=C(C=C1)CCC (3-((6-Phenyl-5-(4-propylphenyl)pyridin-2-yl)methylamino)propylphosphonic Acid). RXN SMILES: [C:1]1([C:7]2[N:12]=[C:11]([CH:13]=O)[CH:10]=[CH:9][C:8]=2[C:15]2[CH:20]=[CH:19][C:18]([CH2:21][CH2:22][CH3:23])=[CH:17][CH:16]=2)[CH:6]=[CH:5][CH:4]=[CH:3][CH:2]=1.[NH2:24][CH2:25][CH2:26][CH2:27][P:28](=[O:31])([OH:30])[OH:29].[BH3-]C#N.[Na+]>CO>[C:1]1([C:7]2[N:12]=[C:11]([CH2:13][NH:24][CH2:25][CH2:26][CH2:27][P:28](=[O:29])([OH:31])[OH:30])[CH:10]=[CH:9][C:8]=2[C:15]2[CH:20]=[CH:19][C:18]([CH2:21][CH2:22][CH3:23])=[CH:17][CH:16]=2)[CH:6]=[CH:5][CH:4]=[CH:3][CH:2]=1 |f:2.3|. Procedure details: Following General Procedure M, 6-phenyl-5-(4-propylphenyl)pyridine-2-carbaldehyde (Compound 59, 74 mg, 0.25 mmol), (3-amino-propyl)phosphonic acid (34 mg, 0.25 mmol), Bu4NOH (0.25 ml, 0.25 mmol, 1M in MeOH) and NaCNBH3 (15 mg, 0.25 mmol) in MeOH (5 ml) were reacted to produce the title compound as a white solid. Reactants: CCO, CC(=O)C(Cc1ccc(Cl)cc1)N1CCCC1, Cl, NO, c1ccncc1. Yields the product CC(=NO)C(Cc1ccc(Cl)cc1)N1CCCC1. RXN SMILES: [CH3:27][CH2:28][OH:29].[Cl:1][c:2]1[cH:3][cH:4][c:5]([CH2:8][CH:9]([C:10]([CH3:11])=[O:12])[N:13]2[CH2:14][CH2:15][CH2:16][CH2:17]2)[cH:6][cH:7]1.[ClH:24].[NH2:25][OH:26].[cH:18]1[cH:19][cH:20][n:21][cH:22][cH:23]1>>[Cl:1][c:2]1[cH:3][cH:4][c:5]([CH2:8][CH:9]([C:10]([CH3:11])=[N:25][OH:26])[N:13]2[CH2:14][CH2:15][CH2:16][CH2:17]2)[cH:6][cH:7]1. Starting materials: CC(C)(C)C(O[SiH](c1ccccc1)c1ccccc1)C1OCC(C(O)COCc2ccccc2)O1, C[O-], CC(=O)O, CO, [Na+]. The product is CC(C)(C)C(O[SiH](c1ccccc1)c1ccccc1)C1OCC(C(O)CO)O1. As a reaction SMILES: [CH2:1]([c:2]1[cH:3][cH:4][cH:5][cH:6][cH:7]1)[O:8][CH2:9][CH:10]([OH:11])[CH:12]1[O:13][CH:14]([CH:17]([O:18][SiH:19]([c:20]2[cH:21][cH:22][cH:23][cH:24][cH:25]2)[c:26]2[cH:27][cH:28][cH:29][cH:30][cH:31]2)[C:32]([CH3:33])([CH3:34])[CH3:35])[O:15][CH2:16]1.[CH3:36][O-:37].[CH3:39][C:40](=[O:41])[OH:42].[CH3:43][OH:44].[Na+:38]>>[OH:8][CH2:9][CH:10]([OH:11])[CH:12]1[O:13][CH:14]([CH:17]([O:18][SiH:19]([c:20]2[cH:21][cH:22][cH:23][cH:24][cH:25]2)[c:26]2[cH:27][cH:28][cH:29][cH:30][cH:31]2)[C:32]([CH3:33])([CH3:34])[CH3:35])[O:15][CH2:16]1. The reactants are BrC(=CC1=CC=C(C=C1)[C@@H]1OC[C@H](CO1)CCCC)Br (trans-2-[p-(2,2-dibromovinyl)phenyl]-5-butyl-1,3-dioxane), C1(=CC=CC=C1)OC#N (phenyl cyanate), solution, C(CCC)[Li] (butyl lithium), O (water). Solvent: O1CCCC1 (tetrahydrofuran), CCCCCC (hexane). Reaction conditions: temperature -78 celsius, time 1 hour. Yields the product residue, C(CCC)[C@H]1CO[C@@H](OC1)C1=CC=C(C=C1)C#CC#N (p-(trans-5-butyl-1,3-dioxan-2-yl)phenylpropiolonitrile). The yield is 50.0%. RXN SMILES: Br[C:2](Br)=[CH:3][C:4]1[CH:9]=[CH:8][C:7]([C@H:10]2[O:15][CH2:14][C@H:13]([CH2:16][CH2:17][CH2:18][CH3:19])[CH2:12][O:11]2)=[CH:6][CH:5]=1.C([Li])CCC.C1(O[C:33]#[N:34])C=CC=CC=1.O>O1CCCC1.CCCCCC>[CH2:16]([C@@H:13]1[CH2:14][O:15][C@@H:10]([C:7]2[CH:8]=[CH:9][C:4]([C:3]#[C:2][C:33]#[N:34])=[CH:5][CH:6]=2)[O:11][CH2:12]1)[CH2:17][CH2:18][CH3:19]. Reported procedure: A solution of 3.5 g of trans-2-[p-(2,2-dibromovinyl)phenyl]-5-butyl-1,3-dioxane in 80 ml of absolute tetrahydrofuran was placed at -78° C. in a sulphonation flask under argon gasification and treated within 5 minutes with 13.4 ml of a 1.2N solution of butyl lithium in hexane. After completion of the addition, the mixture was held at -10° C. for 1 hour, then again cooled to -78° C. and treated with 1.2 ml of phenyl cyanate within 5 minutes. The mixture was stirred at -78° C. for a further 30 minu...